From a dataset of the Open Reaction Database (ORD), a public repository of structured organic reaction records. describe an organic reaction: reactants, conditions, products, and yield Reactants: COc1ccc2c(c1)S(=O)(=O)N=C(C)N2, O. The product is CC1=NS(=O)(=O)c2cc(O)ccc2N1. As a reaction SMILES: [CH3:1][O:2][c:3]1[cH:4][c:5]2[c:6]([cH:14][cH:15]1)[NH:7][C:8]([CH3:13])=[N:9][S:10]2(=[O:11])=[O:12].[OH2:16]>>[OH:2][c:3]1[cH:4][c:5]2[c:6]([cH:14][cH:15]1)[NH:7][C:8]([CH3:13])=[N:9][S:10]2(=[O:11])=[O:12]. Starting materials: OC=1C=C(C=C(C1)O)C1(CCOCC1)OC (4-(3,5-Dihydroxyphenyl)-4-methoxytetrahydropyran), ICC#N (iodoacetonitrile). Product: C(#N)COC=1C=C(C=C(C1)O)C1(CCOCC1)OC (4-(3-cyanomethoxy-5-hydroxyphenyl)-4-methoxytetrahydropyran). Yield: 27.0%. As a reaction SMILES: [OH:1][C:2]1[CH:3]=[C:4]([C:9]2([O:15][CH3:16])[CH2:14][CH2:13][O:12][CH2:11][CH2:10]2)[CH:5]=[C:6]([OH:8])[CH:7]=1.I[CH2:18][C:19]#[N:20]>>[C:19]([CH2:18][O:8][C:6]1[CH:5]=[C:4]([C:9]2([O:15][CH3:16])[CH2:14][CH2:13][O:12][CH2:11][CH2:10]2)[CH:3]=[C:2]([OH:1])[CH:7]=1)#[N:20]. Procedure details: 4-(3,5-Dihydroxyphenyl)-4-methoxytetrahydropyran was reacted with one equivalent of iodoacetonitrile using the procedure described in Example 1 to give 4-(3-cyanomethoxy-5-hydroxyphenyl)-4-methoxytetrahydropyran (27%) as an oil.